Dataset: the Open Reaction Database (ORD), a public repository of structured organic reaction records. Task: describe an organic reaction: reactants, conditions, products, and yield Starting materials: CO (methanol), [N+](=O)([O-])C1=NN(C=C1)CC#CCO (4-(3-nitro-pyrazol-1-yl)-but-2-yn-1-ol), NN (hydrazine). The reagents and catalysts are [Ni] (raney nickel). The solvent is O (water), C(C)(=O)OCC (ethyl acetate). Product: NC1=NN(C=C1)CCCCO (4-(3-amino-pyrazol-1-yl)-butan-1-ol). Isolated yield 96.7%. As a reaction SMILES: [N+:1]([C:4]1[CH:8]=[CH:7][N:6]([CH2:9][C:10]#[C:11][CH2:12][OH:13])[N:5]=1)([O-])=O.CO.NN>C(OCC)(=O)C.[Ni].O>[NH2:1][C:4]1[CH:8]=[CH:7][N:6]([CH2:9][CH2:10][CH2:11][CH2:12][OH:13])[N:5]=1. Procedure details: The 4-(3-nitro-pyrazol-1-yl)-but-2-yn-1-ol (prepared in example 52, 113 mg, 0.62 mmol) was dissolved in ethyl acetate (3 mL) and methanol (3 mL) was added. While stirring, a 50% slurry of raney nickel in water (1.3 mL) was added followed by hydrazine (400 μL). Immediate effervescence was observed. The reaction continued to stir and bubble for 25 min. The reaction was passed through a plug of celite and concentrated in vacuo to afford 4-(3-amino-pyrazol-1-yl)-butan-1-ol (93 mg, 98%) as a clear oi...